Dataset: the Open Reaction Database (ORD), a public repository of structured organic reaction records. Task: describe an organic reaction: reactants, conditions, products, and yield The reactants are [Ag+2], O=C([O-])[O-], CI, ClC(Cl)Cl, Oc1nc(Cl)ccc1F. Product: COc1nc(Cl)ccc1F. As a reaction SMILES: [Ag+2:16].[C:12](=[O:13])([O-:14])[O-:15].[CH3:1][I:2].[CH:17]([Cl:18])([Cl:19])[Cl:20].[Cl:3][c:4]1[cH:5][cH:6][c:7]([F:11])[c:8]([OH:10])[n:9]1>>[CH3:1][O:10][c:8]1[c:7]([F:11])[cH:6][cH:5][c:4]([Cl:3])[n:9]1. The reactants are O=C(Cl)c1cncc(Br)c1, C1CCOC1, CNC, c1ccncc1. Product: CN(C)C(=O)c1cncc(Br)c1. RXN SMILES: [Br:1][c:2]1[cH:3][n:4][cH:5][c:6]([C:7](=[O:8])[Cl:9])[cH:10]1.[CH2:14]1[O:15][CH2:16][CH2:17][CH2:18]1.[CH3:11][NH:12][CH3:13].[cH:19]1[cH:20][cH:21][n:22][cH:23][cH:24]1>>[Br:1][c:2]1[cH:3][n:4][cH:5][c:6]([C:7](=[O:8])[N:12]([CH3:11])[CH3:13])[cH:10]1. Starting materials: O=C([O-])[O-], CC(C)CCBr, [Cs+], [Cs+], N#Cc1ccc(-c2c[nH]c3cc([N+](=O)[O-])ccc23)cc1, CN(C)C=O. Product: CC(C)CCn1cc(-c2ccc(C#N)cc2)c2ccc([N+](=O)[O-])cc21. RXN SMILES: [C:1](=[O:2])([O-:3])[O-:4].[CH2:27]([CH2:28][CH:29]([CH3:30])[CH3:31])[Br:32].[Cs+:5].[Cs+:6].[N+:7](=[O:8])([O-:9])[c:10]1[cH:11][cH:12][c:13]2[c:14](-[c:19]3[cH:20][cH:21][c:22]([C:23]#[N:24])[cH:25][cH:26]3)[cH:15][nH:16][c:17]2[cH:18]1.[O:33]=[CH:34][N:35]([CH3:36])[CH3:37]>>[N+:7](=[O:8])([O-:9])[c:10]1[cH:11][cH:12][c:13]2[c:14](-[c:19]3[cH:20][cH:21][c:22]([C:23]#[N:24])[cH:25][cH:26]3)[cH:15][n:16]([CH2:27][CH2:28][CH:29]([CH3:30])[CH3:31])[c:17]2[cH:18]1. Reactants: CC(=O)O, CO, O=[N+]([O-])c1cc(O)cc2cc(-c3ccc(O)cc3)oc12. The product is Nc1cc(O)cc2cc(-c3ccc(O)cc3)oc12. RXN SMILES: [C:21]([OH:22])(=[O:23])[CH3:24].[CH3:25][OH:26].[OH:1][c:2]1[cH:3][cH:4][c:5](-[c:8]2[o:9][c:10]3[c:11]([cH:12]2)[cH:13][c:14]([OH:20])[cH:15][c:16]3[N+:17]([O-:18])=[O:19])[cH:6][cH:7]1>>[OH:1][c:2]1[cH:3][cH:4][c:5](-[c:8]2[o:9][c:10]3[c:11]([cH:12]2)[cH:13][c:14]([OH:20])[cH:15][c:16]3[NH2:17])[cH:6][cH:7]1. Starting materials: CC(=O)[O-], CC(=O)[O-], CC(=O)[O-], CC(=O)[O-], COc1ccc(-n2c3ccccc3c3cc(C=C(C#N)c4cc(F)cc(F)c4)ccc32)cc1, CN(C)C=O, N#C[Na], O, [Pb+4]. The product is COc1ccc(-n2c3ccccc3c3cc(C(C#N)=C(C#N)c4cc(F)cc(F)c4)ccc32)cc1. As a reaction SMILES: [C:38]([O-:39])(=[O:40])[CH3:41].[C:42]([O-:43])(=[O:44])[CH3:45].[C:46]([O-:47])(=[O:48])[CH3:49].[C:50]([O-:51])(=[O:52])[CH3:53].[CH3:1][O:2][c:3]1[cH:4][cH:5][c:6](-[n:9]2[c:10]3[cH:11][cH:12][cH:13][cH:14][c:15]3[c:16]3[cH:17][c:18]([CH:22]=[C:23]([c:24]4[cH:25][c:26]([F:31])[cH:27][c:28]([F:30])[cH:29]4)[C:32]#[N:33])[cH:19][cH:20][c:21]23)[cH:7][cH:8]1.[CH3:55][N:56]([CH3:57])[CH:58]=[O:59].[Na:34][C:35]#[N:36].[OH2:37].[Pb+4:54]>>[CH3:1][O:2][c:3]1[cH:4][cH:5][c:6](-[n:9]2[c:10]3[cH:11][cH:12][cH:13][cH:14][c:15]3[c:16]3[cH:17][c:18]([C:22](=[C:23]([c:24]4[cH:25][c:26]([F:31])[cH:27][c:28]([F:30])[cH:29]4)[C:32]#[N:33])[C:35]#[N:36])[cH:19][cH:20][c:21]23)[cH:7][cH:8]1.